Dataset: the Open Reaction Database (ORD), a public repository of structured organic reaction records. Task: describe an organic reaction: reactants, conditions, products, and yield The reactants are C(C)OC(/C(/CCCC=O)=C/C1=CC(=C(C=C1)N1C=NC(=C1)C)OC)=O ((E)-2-(3-methoxy-4-(4-methyl-1H-imidazol-1-yl)benzylidene)-6-oxohexanoic acid ethyl ester), FC=1C=C(CN)C=CC1 (3-fluorobenzylamine), C(C)(=O)O[BH-](OC(C)=O)OC(C)=O.[Na+] (sodium triacetoxy borohydride), O.C([O-])(O)=O.[Na+] (sodium bicarbonate water). Solvent: C(C)(=O)O (acetic acid), C(Cl)Cl (methylene chloride), C(C)(=O)OCC (ethyl acetate). Run at time 8 hour. Product: C(C)OC(/C(/CCCCNCC1=CC(=CC=C1)F)=C/C1=CC(=C(C=C1)N1C=NC(=C1)C)OC)=O ((E)-6-(3-fluorobenzylamino)-2-[3-methoxy-4-(4-methyl-1H-imidazol-1-yl)benzylidene]hexanoic acid ethyl ester). Reaction SMILES: [CH2:1]([O:3][C:4](=[O:26])/[C:5](=[CH:11]/[C:12]1[CH:17]=[CH:16][C:15]([N:18]2[CH:22]=[C:21]([CH3:23])[N:20]=[CH:19]2)=[C:14]([O:24][CH3:25])[CH:13]=1)/[CH2:6][CH2:7][CH2:8][CH:9]=O)[CH3:2].[F:27][C:28]1[CH:29]=[C:30]([CH:33]=[CH:34][CH:35]=1)[CH2:31][NH2:32].C(O[BH-](OC(=O)C)OC(=O)C)(=O)C.[Na+].O.C(=O)(O)[O-].[Na+]>C(OCC)(=O)C.C(O)(=O)C.C(Cl)Cl>[CH2:1]([O:3][C:4](=[O:26])/[C:5](=[CH:11]/[C:12]1[CH:17]=[CH:16][C:15]([N:18]2[CH:22]=[C:21]([CH3:23])[N:20]=[CH:19]2)=[C:14]([O:24][CH3:25])[CH:13]=1)/[CH2:6][CH2:7][CH2:8][CH2:9][NH:32][CH2:31][C:30]1[CH:33]=[CH:34][CH:35]=[C:28]([F:27])[CH:29]=1)[CH3:2] |f:2.3,4.5.6|. Procedure: To a methylene chloride (6 mL) solution of (E)-2-(3-methoxy-4-(4-methyl-1H-imidazol-1-yl)benzylidene)-6-oxohexanoic acid ethyl ester (231 mg), 3-fluorobenzylamine (88.7 μL), acetic acid (0.5 mL) and sodium triacetoxy borohydride (165 mg) were added one by one. After agitating the reaction solution at room temperature overnight, a saturated sodium bicarbonate water and ethyl acetate were added to the reaction solution, and the organic layer was partitioned. After the obtained organic layer was wa... The reactants are COC(CBr)OC (bromoacetaldehyde dimethyl acetal), Br (HBr), O (water), NC1=NC=CN=C1 (aminopyrazine). Solvent: CN(C=O)C (dimethylformamide). Conditions: time 12 hour. Yields the product N=1C=CN2C1C=NC=C2 (imidazo[1,2-a]pyrazine). RXN SMILES: CO[CH:3](OC)[CH2:4]Br.Br.O.[NH2:10][C:11]1[CH:16]=[N:15][CH:14]=[CH:13][N:12]=1>CN(C)C=O>[N:12]1[CH:13]=[CH:14][N:10]2[CH:4]=[CH:3][N:15]=[CH:16][C:11]=12. Reported procedure: A mixture of 34 g (0.2 mol) of bromoacetaldehyde dimethyl acetal, 6,6 ml of concentrated aqueous HBr solution and 28 ml of distilled water is brought to reflux for one hour. After reaction, the mixture is alkalinized and extracted with ether. This organic phase is added to a solution of 19 g (0.2 mol) of aminopyrazine in 50 ml of dimethylformamide (DMF). The ether is removed by distillation and the mixture is maintained with stirring and under a stream of nitrogen for 12 hours. After reaction, t... Starting materials: C(=O)(O)CN(CC(=O)O)C1=CC(=CC(=C1)OCCCCCC1=C(C(=CC=C1)OCC1=CC=CC=C1)OCC1=CC=CC=C1)OCCCCCCCCCCCCCCCCCC (N-(carboxymethyl)-N-[3-(octadecyloxy)-5-[5-[2,3-bis(phenylmethoxy)phenyl]pentoxy]phenyl]glycine). Reagents/catalysts: [Pd] (palladium on carbon). The solvent is O1CCCC1 (tetrahydrofuran). Conditions: time 4 hour. Product: C(=O)(O)CN(CC(=O)O)C1=CC(=CC(=C1)OCCCCCCCCCCCCCCCCCC)OCCCCCC1=C(C(=CC=C1)O)O (N-(carboxymethyl)-N-[3-[5-(2,3-dihydroxyphenyl)pentoxy]-5-(octadecyloxy)phenyl]glycine). Yield: 90.2%. RXN SMILES: [C:1]([CH2:4][N:5]([C:10]1[CH:15]=[C:14]([O:16][CH2:17][CH2:18][CH2:19][CH2:20][CH2:21][C:22]2[CH:27]=[CH:26][CH:25]=[C:24]([O:28]CC3C=CC=CC=3)[C:23]=2[O:36]CC2C=CC=CC=2)[CH:13]=[C:12]([O:44][CH2:45][CH2:46][CH2:47][CH2:48][CH2:49][CH2:50][CH2:51][CH2:52][CH2:53][CH2:54][CH2:55][CH2:56][CH2:57][CH2:58][CH2:59][CH2:60][CH2:61][CH3:62])[CH:11]=1)[CH2:6][C:7]([OH:9])=[O:8])([OH:3])=[O:2]>[Pd].O1CCCC1>[C:7]([CH2:6][N:5]([C:10]1[CH:11]=[C:12]([O:44][CH2:45][CH2:46][CH2:47][CH2:48][CH2:49][CH2:50][CH2:51][CH2:52][CH2:53][CH2:54][CH2:55][CH2:56][CH2:57][CH2:58][CH2:59][CH2:60][CH2:61][CH3:62])[CH:13]=[C:14]([O:16][CH2:17][CH2:18][CH2:19][CH2:20][CH2:21][C:22]2[CH:27]=[CH:26][CH:25]=[C:24]([OH:28])[C:23]=2[OH:36])[CH:15]=1)[CH2:4][C:1]([OH:3])=[O:2])([OH:9])=[O:8]. Reported procedure: A mixture of 0.918 g of N-(carboxymethyl)-N-[3-(octadecyloxy)-5-[5-[2,3-bis(phenylmethoxy)phenyl]pentoxy]phenyl]glycine and 0.3 g of 10% palladium on carbon in 50 ml of tetrahydrofuran was stirred under a hydrogen atmosphere for 4 hours when absorption ceased. The catalyst was removed by filtration through a Celitepad and the filtrate was concentrated to a solid which was triturated with hexane and filtered to give 0.653 g (92% yield, mp 129°-131°) of N-(carboxymethyl)-N-[3-[5-(2,3-dihydroxyphen... The reactants are BrC=1C=C2C(C(=CNC2=CC1F)C(=O)O)=O (6-bromo-7-fluoro-4-oxo-1H-quinoline-3-carboxylic acid), S(=O)(Cl)Cl (thionyl chloride), [OH-].[NH4+] (ammonium hydroxide). The solvent is CN(C)C=O (DMF). Run at time 15 minute. The product is BrC=1C=C2C(=C(C=NC2=CC1F)C(=O)N)Cl (6-Bromo-4-chloro-7-fluoroquinoline-3-carboxamide). Yield: 99.7%. RXN SMILES: [Br:1][C:2]1[CH:3]=[C:4]2[C:9](=[CH:10][C:11]=1[F:12])[NH:8][CH:7]=[C:6]([C:13](O)=O)[C:5]2=O.S(Cl)([Cl:19])=O.[OH-:21].[NH4+:22]>CN(C=O)C>[Br:1][C:2]1[CH:3]=[C:4]2[C:9](=[CH:10][C:11]=1[F:12])[N:22]=[CH:13][C:6]([C:7]([NH2:8])=[O:21])=[C:5]2[Cl:19] |f:2.3|. Procedure: DMF (0.5 mL) was added to a stirred suspension of 6-bromo-7-fluoro-4-oxo-1H-quinoline-3-carboxylic acid (22.5 g, 78.66 mmol) in thionyl chloride (140 g, 1179.85 mmol) and the mixture heated to reflux for 2 h. The reaction was allowed to cool concentrated in vacuo and the residue azeotroped twice with toluene to afford a yellow solid. This solid was added portion wise to a solution of ammonium hydroxide (147 mL, 1179.85 mmol) at 0° C. The white suspension was stirred for 15 minutes then the solid... Reactants: C(C1=CC=CC=C1)NC1=NC=C(C(=N1)NC(C)(C)C)F (2-benzylamino-4-(t-butylamino)-5-fluoropyrimidine). Reagents/catalysts: [Pd] (palladium on carbon). Solvent: C(C)(=O)O (acetic acid). Product: NC1=NC=C(C(=N1)NC(C)(C)C)F (2-amino-4-(t-butylamino)-5-fluoropyrimidine). Isolated yield 53.6%. Reaction SMILES: C([NH:8][C:9]1[N:14]=[C:13]([NH:15][C:16]([CH3:19])([CH3:18])[CH3:17])[C:12]([F:20])=[CH:11][N:10]=1)C1C=CC=CC=1>[Pd].C(O)(=O)C>[NH2:8][C:9]1[N:14]=[C:13]([NH:15][C:16]([CH3:18])([CH3:17])[CH3:19])[C:12]([F:20])=[CH:11][N:10]=1. Reported procedure: To 8 ml of acetic acid were added 1.00 g of 2-benzylamino-4-(t-butylamino)-5-fluoropyrimidine together with 215 mg of 10% palladium on carbon, and the mixture was hydrogenated at 60° C. for ten days. The catalyst was separated by filtration, and the solvent and the like were distilled off under reduced pressure. The procedure of adding 10 ml of ethanol and concentrating under reduced pressure was repeated three times, and the residue was separated by column chromatography (silica gel, 25 g; elue... The reactants are C(CCCCCCCCCCC)NC(=S)NCCCCCCCCCCCC (N,N'-didodecylthiourea), C(#CC(=O)O)C(=O)O (acetylenedicarboxylic acid). The product is C(CCCCCCCCCCC)N1C(SC(C1=O)=CC(=O)O)=NCCCCCCCCCCCC ([3-Dodecyl-2-(dodecylimino)-4-oxo-5-thiazolidinylidene]acetic acid). The yield is 79.9%. As a reaction SMILES: [CH2:1]([NH:13][C:14]([NH:16][CH2:17][CH2:18][CH2:19][CH2:20][CH2:21][CH2:22][CH2:23][CH2:24][CH2:25][CH2:26][CH2:27][CH3:28])=[S:15])[CH2:2][CH2:3][CH2:4][CH2:5][CH2:6][CH2:7][CH2:8][CH2:9][CH2:10][CH2:11][CH3:12].[C:29]([C:34](O)=[O:35])#[C:30][C:31]([OH:33])=[O:32]>>[CH2:17]([N:16]1[C:34](=[O:35])[C:29](=[CH:30][C:31]([OH:33])=[O:32])[S:15][C:14]1=[N:13][CH2:1][CH2:2][CH2:3][CH2:4][CH2:5][CH2:6][CH2:7][CH2:8][CH2:9][CH2:10][CH2:11][CH3:12])[CH2:18][CH2:19][CH2:20][CH2:21][CH2:22][CH2:23][CH2:24][CH2:25][CH2:26][CH2:27][CH3:28]. Procedure details: Prepared by the method described in Example 16 from N,N'-didodecylthiourea (25.0 g, 61 mmoles) and acetylenedicarboxylic acid (7.3 g, 61 mmoles). Recrystallization from 2-propanol, then ethyl acetate gave the product (24.8 g), mp 71°-72° C. The reactants are BrCCCCCCCCCBr (1,9-dibromononane), C1(=CC=CC=C1)P(C1=CC=CC=C1)C1=CC=CC=C1 (triphenylphosphine). Run in C1(=CC=CC=C1)C (toluene). Run at temperature 60 celsius, time 10 hour. Product: [Br-].BrCCCCCCCCC[P+](C1=CC=CC=C1)(C1=CC=CC=C1)C1=CC=CC=C1 (9-Bromononyltriphenylphosphonium bromide). Reaction SMILES: [Br:1][CH2:2][CH2:3][CH2:4][CH2:5][CH2:6][CH2:7][CH2:8][CH2:9][CH2:10][Br:11].[C:12]1([P:18]([C:25]2[CH:30]=[CH:29][CH:28]=[CH:27][CH:26]=2)[C:19]2[CH:24]=[CH:23][CH:22]=[CH:21][CH:20]=2)[CH:17]=[CH:16][CH:15]=[CH:14][CH:13]=1>C1(C)C=CC=CC=1>[Br-:1].[Br:11][CH2:10][CH2:9][CH2:8][CH2:7][CH2:6][CH2:5][CH2:4][CH2:3][CH2:2][P+:18]([C:19]1[CH:20]=[CH:21][CH:22]=[CH:23][CH:24]=1)([C:25]1[CH:30]=[CH:29][CH:28]=[CH:27][CH:26]=1)[C:12]1[CH:13]=[CH:14][CH:15]=[CH:16][CH:17]=1 |f:3.4|. Procedure: 103 g (0.36 mol) 1,9-dibromononane is stirred at 120° C. and a solution of 11.8 g (0.045 mol) triphenylphosphine in 120 ml toluene is added within 8 hours. After a further 10 hours at 120° C. it is allowed to cool, the supernatant is decanted and the viscous residue is stirred twice with isohexane at 60° C. After drying on a rotary evaporator in a stream of nitrogen 22.4 g (91%) 65 was obtained as a nearly colourless resin.